From a dataset of the Open Reaction Database (ORD), a public repository of structured organic reaction records. describe an organic reaction: reactants, conditions, products, and yield Starting materials: COC=1C=C2CCCC2=CC1S(=O)(=O)N=CN(C)C (5-methoxy-6-dimethylaminomethyleneaminosulfonylindane), B(Br)(Br)Br (boron tribromide). The product is OC=1C=C2CCCC2=CC1S(=O)(=O)N=CN(C)C (5-Hydroxy-6-dimethylaminomethyleneaminosulfonylindane). Reaction SMILES: C[O:2][C:3]1[CH:4]=[C:5]2[C:9](=[CH:10][C:11]=1[S:12]([N:15]=[CH:16][N:17]([CH3:19])[CH3:18])(=[O:14])=[O:13])[CH2:8][CH2:7][CH2:6]2.B(Br)(Br)Br>>[OH:2][C:3]1[CH:4]=[C:5]2[C:9](=[CH:10][C:11]=1[S:12]([N:15]=[CH:16][N:17]([CH3:19])[CH3:18])(=[O:14])=[O:13])[CH2:8][CH2:7][CH2:6]2. Procedure: This compound is prepared analogously to Example 1 d from 5-methoxy-6-dimethylaminomethyleneaminosulfonylindane and boron tribromide. The reactants are [Li+].[OH-] (LiOH), COC(C1=CC(=CC=C1)C=1OC2=C(N1)C(=CC=C2)C2SC(=NN2C(C2=C(C=C(C=C2F)F)F)=O)C2=CC(=C(C=C2)F)F)=O (3-{4-[5-(3,4-Difluoro-phenyl)-3-(2,4,6-trifluoro-benzoyl)-2,3-dihydro-[1,3,4]thiadiazol-2-yl]-benzooxazol-2-yl}-benzoic acid methyl ester), Cl (HCl). The solvent is C1CCOC1.CO (THF MeOH). Yields the product FC=1C=C(C=CC1F)C1=NN(C(S1)C1=CC=CC2=C1N=C(O2)C=2C=C(C(=O)O)C=CC2)C(C2=C(C=C(C=C2F)F)F)=O (3-{4-[5-(3,4-difluoro-phenyl)-3-(2,4,6-trifluoro-benzoyl)-2,3-dihydro-[1,3,4]thiadiazol-2-yl]-benzooxazol-2-yl}-benzoic acid). As a reaction SMILES: C[O:2][C:3](=[O:43])[C:4]1[CH:9]=[CH:8][CH:7]=[C:6]([C:10]2[O:11][C:12]3[CH:18]=[CH:17][CH:16]=[C:15]([CH:19]4[N:23]([C:24](=[O:34])[C:25]5[C:30]([F:31])=[CH:29][C:28]([F:32])=[CH:27][C:26]=5[F:33])[N:22]=[C:21]([C:35]5[CH:40]=[CH:39][C:38]([F:41])=[C:37]([F:42])[CH:36]=5)[S:20]4)[C:13]=3[N:14]=2)[CH:5]=1.[Li+].[OH-].Cl>C1COCC1.CO>[F:42][C:37]1[CH:36]=[C:35]([C:21]2[S:20][CH:19]([C:15]3[C:13]4[N:14]=[C:10]([C:6]5[CH:5]=[C:4]([CH:9]=[CH:8][CH:7]=5)[C:3]([OH:43])=[O:2])[O:11][C:12]=4[CH:18]=[CH:17][CH:16]=3)[N:23]([C:24](=[O:34])[C:25]3[C:26]([F:33])=[CH:27][C:28]([F:32])=[CH:29][C:30]=3[F:31])[N:22]=2)[CH:40]=[CH:39][C:38]=1[F:41] |f:1.2,4.5|. Procedure: 3-{4-[5-(3,4-Difluoro-phenyl)-3-(2,4,6-trifluoro-benzoyl)-2,3-dihydro-[1,3,4]thiadiazol-2-yl]-benzooxazol-2-yl}-benzoic acid methyl ester (0.02 mmol) is dissolved in THF/MeOH (1 mL/0.5 mL) and treated with aqueous LiOH (1 M) (0.5 mL) at room temperature for 30 minutes. Aqueous HCl (3 M) is added to adjust the pH to 5-6. The solvent is removed and the residue is purified by preparative HPLC (20-100% MeCN/H2O) to yield 3-{4-[5-(3,4-difluoro-phenyl)-3-(2,4,6-trifluoro-benzoyl)-2,3-dihydro-[1,3,4]th...